From a dataset of the Open Reaction Database (ORD), a public repository of structured organic reaction records. describe an organic reaction: reactants, conditions, products, and yield The reactants are C(C)(C)(C)OC(=O)C1=CC2=C(CCOC(N2CC)=O)C=C1 (5-ethyl-6-oxo-5,6,8,9-tetrahydro-7-oxa-5-aza-benzocycloheptene-3-carboxylic acid tert-butyl ester). Solvent: C(=O)(C(F)(F)F)O.C(Cl)Cl (TFA DCM). Yields the product C(C)N1C(OCCC2=C1C=C(C=C2)C(=O)O)=O (5-ethyl-6-oxo-5,6,8,9-tetrahydro-7-oxa-5-aza-benzocycloheptene-3-carboxylic acid). Isolated yield 99.5%. Reaction SMILES: C([O:5][C:6]([C:8]1[CH:21]=[CH:20][C:11]2[CH2:12][CH2:13][O:14][C:15](=[O:19])[N:16]([CH2:17][CH3:18])[C:10]=2[CH:9]=1)=[O:7])(C)(C)C>C(O)(C(F)(F)F)=O.C(Cl)Cl>[CH2:17]([N:16]1[C:10]2[CH:9]=[C:8]([C:6]([OH:7])=[O:5])[CH:21]=[CH:20][C:11]=2[CH2:12][CH2:13][O:14][C:15]1=[O:19])[CH3:18] |f:1.2|. Procedure details: A solution of 5-ethyl-6-oxo-5,6,8,9-tetrahydro-7-oxa-5-aza-benzocycloheptene-3-carboxylic acid tert-butyl ester (0.91 g, 3.12 mmol) was stirred in TFA/DCM (1:1, 3 mL) for 16 hours. The reaction was concentrated to provide 5-ethyl-6-oxo-5,6,8,9-tetrahydro-7-oxa-5-aza-benzocycloheptene-3-carboxylic acid (0.73 g). Starting materials: C(C1=CC=CC=C1)N1CCN(CC1)N (4-benzylpiperazin-1-yl-amine), [H][H] (hydrogen), FC(OC1=CC=C(C=O)C=C1)(F)F (4-(trifluoromethoxy)benzaldehyde). The reagents and catalysts are [OH-].[OH-].[Pd+2] (palladium hydroxide/carbon). The solvent is CCO (etanol), CCO (etanol). Reaction conditions: time 2 hour. Yields the product N1(CCNCC1)N=CC1=CC=C(C=C1)OC(F)(F)F (piperazin-1-yl-(4-trifluoromethoxybenzylidene)amine). The yield is 92.5%. RXN SMILES: C([N:8]1[CH2:13][CH2:12][N:11]([NH2:14])[CH2:10][CH2:9]1)C1C=CC=CC=1.[H][H].[F:17][C:18]([F:29])([F:28])[O:19][C:20]1[CH:27]=[CH:26][C:23]([CH:24]=O)=[CH:22][CH:21]=1>CCO.[OH-].[OH-].[Pd+2]>[N:11]1([N:14]=[CH:24][C:23]2[CH:26]=[CH:27][C:20]([O:19][C:18]([F:29])([F:28])[F:17])=[CH:21][CH:22]=2)[CH2:12][CH2:13][NH:8][CH2:9][CH2:10]1 |f:4.5.6|. Reported procedure: To a solution of 4-benzylpiperazin-1-yl-amine (43.18 g, 225 mmol) in etanol (400 ml), a suspension of 20% palladium hydroxide/carbon (6.50 g) in etanol (30 ml) was added, and the mixture was stirred at room temperature under an atmospheric pressure of hydrogen for 3 hours and then at 50° C. for 2 hours. The reaction mixture was filtered through Celite, 4-(trifluoromethoxy)benzaldehyde (42.92 g, 225 mmol) was added to the filtrate, and the mixture was stirred at room temperature for 1.5 hours. Th... Reactants: ClC=1C=CC2=C(C=CO2)C1 (5-chlorobenzofuran), CN(CCN(C)C)C (tetramethylethylenediamine), C(CCC)[Li] (butyllithium), B(OC(C)C)(OC(C)C)OC(C)C (triisopropyl borate). Solvent: O1CCCC1 (tetrahydrofuran), CCCCCC (hexane). Reaction conditions: temperature -10 celsius, time 30 minute. Product: ClC=1C=CC2=C(C=C(O2)B(O)O)C1 (5-chlorobenzofuran-2-ylboronic acid). Isolated yield 41.6%. RXN SMILES: [Cl:1][C:2]1[CH:3]=[CH:4][C:5]2[O:9][CH:8]=[CH:7][C:6]=2[CH:10]=1.CN(C)CCN(C)C.C([Li])CCC.[B:24](OC(C)C)([O:29]C(C)C)[O:25]C(C)C>O1CCCC1.CCCCCC>[Cl:1][C:2]1[CH:3]=[CH:4][C:5]2[O:9][C:8]([B:24]([OH:29])[OH:25])=[CH:7][C:6]=2[CH:10]=1. Procedure: To a solution of 5-chlorobenzofuran (14 g, crude) in dry tetrahydrofuran (250 mL) were added tetramethylethylenediamine (12.82 g, 110 mmol). The solution was kept below −60° C. under argon, while the solution of butyllithium in hexane (44 ml, 2.5 M) was added dropwise. It was warmed to −10° C. during 45 min and stirred at this temperature for another 30 min. The mixture was cooled again below −60° C. followed by dropwise addition of triisopropyl borate (51.88 g, 276 mmol). After warming to room ... Reactants: COC=1C=C(C=CC1OC)C(C)(C)C1=CNC(N1C1=CC=C(C=C1)F)=S (5-(2-(3,4-dimethoxyphenyl)propan-2-yl)-1-(4-fluorophenyl)-1H-imidazole-2(3H)-thione), C(=O)([O-])[O-].[K+].[K+] (K2CO3), ClC1=C(C=CC(=C1)F)CCl (2-chloro-1-(chloromethyl)-4-fluorobenzene). The solvent is CC(=O)C (acetone). Conditions: time 30 minute. The product is ClC1=C(CSC=2N(C(=CN2)C(C)(C)C2=CC(=C(C=C2)OC)OC)C2=CC=C(C=C2)F)C=CC(=C1)F (2-(2-chloro-4-fluorobenzylthio)-5-(2-(3,4-dimethoxyphenyl)propan-2-yl)-1-(4-fluorophenyl)-1H-imidazole). Yield: 87.8%. RXN SMILES: [CH3:1][O:2][C:3]1[CH:4]=[C:5]([C:11]([C:14]2[N:18]([C:19]3[CH:24]=[CH:23][C:22]([F:25])=[CH:21][CH:20]=3)[C:17](=[S:26])[NH:16][CH:15]=2)([CH3:13])[CH3:12])[CH:6]=[CH:7][C:8]=1[O:9][CH3:10].C([O-])([O-])=O.[K+].[K+].[Cl:33][C:34]1[CH:39]=[C:38]([F:40])[CH:37]=[CH:36][C:35]=1[CH2:41]Cl>CC(C)=O>[Cl:33][C:34]1[CH:39]=[C:38]([F:40])[CH:37]=[CH:36][C:35]=1[CH2:41][S:26][C:17]1[N:18]([C:19]2[CH:20]=[CH:21][C:22]([F:25])=[CH:23][CH:24]=2)[C:14]([C:11]([C:5]2[CH:6]=[CH:7][C:8]([O:9][CH3:10])=[C:3]([O:2][CH3:1])[CH:4]=2)([CH3:13])[CH3:12])=[CH:15][N:16]=1 |f:1.2.3|. Reported procedure: A mixture of 5-(2-(3,4-dimethoxyphenyl)propan-2-yl)-1-(4-fluorophenyl)-1H-imidazole-2(3H)-thione (170 mg, 0.46 mmol) and K2CO3 (95 mg, 0.69 mmol) in acetone (5 mL) was stirred for 30 min at room temperature. The resulting mixture was charged with 2-chloro-1-(chloromethyl)-4-fluorobenzene (98 mg, 0.55 mmol) and then heated at reflux overnight. The reaction mixture was cooled to room temperature and filtered through a Celite™ pad. The filtrate was evaporated in vacuo to give a crude product, which... Reactants: BrCCN1C(CCC1)(C)C (1-(2-bromoethyl)-2,2-dimethylpyrrolidine), Cl.ClC1=CC=C(C=C1)NN (4-chlorophenylhydrazine hydrochloride), CN1CCC(CC1)=O (N-methyl-4-piperidone). Solvent: C(C)N(CC)CC (triethylamine). Yields the product ClC1=CC=2C3=C(N(C2C=C1)CCN1C(CCC1)(C)C)CCN(C3)C (8-chloro-2,3,4,5-tetrahydro-2-methyl-5-(2-(2,2-dimethylpyrrolidin-1-yl)ethyl)-1H-pyrido[4,3-b]indole). As a reaction SMILES: Br[CH2:2][CH2:3][N:4]1[CH2:8][CH2:7][CH2:6][C:5]1([CH3:10])[CH3:9].Cl.[Cl:12][C:13]1[CH:18]=[CH:17][C:16]([NH:19]N)=[CH:15][CH:14]=1.[CH3:21][N:22]1[CH2:27][CH2:26][C:25](=O)[CH2:24][CH2:23]1>C(N(CC)CC)C>[Cl:12][C:13]1[CH:18]=[CH:17][C:16]2[N:19]([CH2:2][CH2:3][N:4]3[CH2:8][CH2:7][CH2:6][C:5]3([CH3:10])[CH3:9])[C:25]3[CH2:26][CH2:27][N:22]([CH3:21])[CH2:23][C:24]=3[C:15]=2[CH:14]=1 |f:1.2|. Procedure details: The title compound is prepared by following Method 8 by using 1-(2-bromoethyl)-2,2-dimethylpyrrolidine, 4-chlorophenylhydrazine hydrochloride, triethylamine and N-methyl-4-piperidone